Dataset: the Open Reaction Database (ORD), a public repository of structured organic reaction records. Task: describe an organic reaction: reactants, conditions, products, and yield The product is CN1CCN(c2ccc(N)cc2F)CC1. Starting materials: CCOC(C)=O, CCO, CN1CCN(c2ccc([N+](=O)[O-])cc2F)CC1. Reaction SMILES: [CH3:18][CH2:19][O:20][C:21](=[O:22])[CH3:23].[CH3:24][CH2:25][OH:26].[F:1][c:2]1[c:3]([N:11]2[CH2:12][CH2:13][N:14]([CH3:17])[CH2:15][CH2:16]2)[cH:4][cH:5][c:6]([N+:8]([O-:9])=[O:10])[cH:7]1>>[F:1][c:2]1[c:3]([N:11]2[CH2:12][CH2:13][N:14]([CH3:17])[CH2:15][CH2:16]2)[cH:4][cH:5][c:6]([NH2:8])[cH:7]1. Yields the product C(C)(=O)C=1C(NC2=CC3=C(C=C2C1O)CCCC3)=O (3-acetyl-4-hydroxy-6,7,8,9-tetrahydrobenzo[g]quinolin-2(1H)-one). Conditions: temperature 72 celsius, time 5 minute. Procedure: To a mixture of sodium hydride (95%) (0.70 g, 29 mmol, 2.6 equiv) in benzene (100 mL) at 23° C. under nitrogen was added methanol (2.5 mL, 2.0 g, 62 mmol, 5.4 equiv) dropwise over 10 min. After stirring for an additional 5 min, methyl (2Z)-2-acetyl-3-{3-[(ethoxycarbonyl)amino]-5,6,7,8-tetrahydronaphthalen-2-yl}-3-hydroxyprop-2-enoate (1-4) (4.1 g, 11 mmol, 1 equiv) was added and the resulting mixture was heated at 72° C. for 20 h. The solvent was evaporated under reduced pressure and the solid r... Reaction SMILES: [H-].[Na+].CO.[C:5](/[C:8](=[C:13](\[C:15]1[C:24]([NH:25][C:26]([O:28]CC)=O)=[CH:23][C:22]2[CH2:21][CH2:20][CH2:19][CH2:18][C:17]=2[CH:16]=1)/[OH:14])/C(OC)=O)(=[O:7])[CH3:6]>C1C=CC=CC=1>[C:5]([C:8]1[C:26](=[O:28])[NH:25][C:24]2[C:15]([C:13]=1[OH:14])=[CH:16][C:17]1[CH2:18][CH2:19][CH2:20][CH2:21][C:22]=1[CH:23]=2)(=[O:7])[CH3:6] |f:0.1|. Run in C1=CC=CC=C1 (benzene). The reactants are CO (methanol), [H-].[Na+] (sodium hydride), C(C)(=O)/C(/C(=O)OC)=C(/O)\C1=CC=2CCCCC2C=C1NC(=O)OCC (methyl (2Z)-2-acetyl-3-{3-[(ethoxycarbonyl)amino]-5,6,7,8-tetrahydronaphthalen-2-yl}-3-hydroxyprop-2-enoate). Reactants: BrC=1C(=NC=CC1)N (3-bromopyridin-2-amine), OC1=CC=C(C=C1)B(O)O (4-hydroxyphenylboronic acid), C([O-])([O-])=O.[Na+].[Na+] (sodium carbonate), CCOC(=O)C (EtOAc). Reagents/catalysts: C=1C=CC(=CC1)[P](C=2C=CC=CC2)(C=3C=CC=CC3)[Pd]([P](C=4C=CC=CC4)(C=5C=CC=CC5)C=6C=CC=CC6)([P](C=7C=CC=CC7)(C=8C=CC=CC8)C=9C=CC=CC9)[P](C=1C=CC=CC1)(C=1C=CC=CC1)C=1C=CC=CC1 (Tetrakis(triphenylphosphine)palladium(0)). Run in COCCOC (DME), O (water), O (Water). Reaction conditions: temperature 80 celsius, time 4 hour. The product is NC1=NC=CC=C1C1=CC=C(C=C1)O (4-(2-aminopyridin-3-yl)phenol). Isolated yield 54.0%. Reaction SMILES: Br[C:2]1[C:3]([NH2:8])=[N:4][CH:5]=[CH:6][CH:7]=1.[OH:9][C:10]1[CH:15]=[CH:14][C:13](B(O)O)=[CH:12][CH:11]=1.C(=O)([O-])[O-].[Na+].[Na+].CCOC(C)=O>COCCOC.O.C1C=CC([P]([Pd]([P](C2C=CC=CC=2)(C2C=CC=CC=2)C2C=CC=CC=2)([P](C2C=CC=CC=2)(C2C=CC=CC=2)C2C=CC=CC=2)[P](C2C=CC=CC=2)(C2C=CC=CC=2)C2C=CC=CC=2)(C2C=CC=CC=2)C2C=CC=CC=2)=CC=1>[NH2:8][C:3]1[C:2]([C:13]2[CH:14]=[CH:15][C:10]([OH:9])=[CH:11][CH:12]=2)=[CH:7][CH:6]=[CH:5][N:4]=1 |f:2.3.4,^1:41,43,62,81|. Procedure details: Tetrakis(triphenylphosphine)palladium(0) (0.967 g) was added to a suspension of 3-bromopyridin-2-amine (4.82 g), 4-hydroxyphenylboronic acid (5.00 g) and sodium carbonate (5.91 g) in DME (250 mL) and water (50.0 mL) and the mixture was stirred at 80° C. under nitrogen for 4 hr. Water and EtOAc were added and the organic layer was separated, washed with brine, dried over anhydrous sodium sulfate and concentrated in vacuo. The residue was purified by column chromatography (silica gel, eluted with ... RXN SMILES: B(Br)(Br)Br.C[O:6][C:7]1[CH:16]=[C:15]2[C:10]([CH:11]=[CH:12][N:13]=[C:14]2[NH2:17])=[CH:9][CH:8]=1.N>ClCCl>[NH2:17][C:14]1[C:15]2[C:10](=[CH:9][CH:8]=[C:7]([OH:6])[CH:16]=2)[CH:11]=[CH:12][N:13]=1. Starting materials: N (ammonia), B(Br)(Br)Br (Boron tribromide), COC1=CC=C2C=CN=C(C2=C1)N (7-methoxy-isoquinolin-1-ylamine). The product is NC1=NC=CC2=CC=C(C=C12)O (1-Amino-isoquinolin-7-ol). Isolated yield 97.2%. The solvent is ClCCl (dichloromethane), ClCCl (dichloromethane). Procedure details: Boron tribromide (35 mL) in 50 mL of dichloromethane was added dropwise to a stirred solution of 7-methoxy-isoquinolin-1-ylamine (21.6 g) in 70 mL of dichloromethane at 10° C. After stirring for 4 d at ambient temperature the reaction mixture was poured on ice and the pH adjusted to pH 9 by adding concentrated aqueous ammonia. The precipitated material was collected by filtration and dried in vacuo to give 19.3 g (97%) of the title compound as a light brownish solid. M.p. 260° C. (decomp.); EI-M... Run at time 4 day. Reactants: FC1=C(C=C(C=C1)[N+](=O)[O-])C(F)(F)F (2-Fluoro-5-nitrobenzotrifluoride), CN1CCNCC1 (1-methylpiperazine). The solvent is CO (methanol), O (water). Reaction conditions: time 8 hour. Yields the product CN1CCN(CC1)C1=C(C=C(C=C1)[N+](=O)[O-])C(F)(F)F (2-(4-methylpiperazino)-5-nitrobenzotrifluoride). RXN SMILES: F[C:2]1[CH:7]=[CH:6][C:5]([N+:8]([O-:10])=[O:9])=[CH:4][C:3]=1[C:11]([F:14])([F:13])[F:12].[CH3:15][N:16]1[CH2:21][CH2:20][NH:19][CH2:18][CH2:17]1>CO.O>[CH3:15][N:16]1[CH2:21][CH2:20][N:19]([C:2]2[CH:7]=[CH:6][C:5]([N+:8]([O-:10])=[O:9])=[CH:4][C:3]=2[C:11]([F:14])([F:13])[F:12])[CH2:18][CH2:17]1. Procedure details: 2-Fluoro-5-nitrobenzotrifluoride (2 g) and 1-methylpiperazine (2 mL) were dissolved in methanol (5 mL). The yellow solution was stirred at rt overnight. The reaction mixture was diluted with water (100 mL) and extracted with ethyl acetate (2×100 mL). The organic solutions were evaporated to give 2-(4-methylpiperazino)-5-nitrobenzotrifluoride. Reactants: C1(=CC=CC=C1)C(OCC(=O)N1CC(CCC1)C1=C(C=CC=C1)OC)C1=CC=CC=C1 (1-[(diphenylmethoxy)acetyl]-3-(methoxyphenyl)piperidine), [H-].[Al+3].[Li+].[H-].[H-].[H-] (lithium aluminum hydride), C(C(=O)O)(=O)O (oxalic acid), O (water). Solvent: O1CCCC1 (tetrahydrofuran), O1CCCC1 (tetrahydrofuran), CC(=O)C (acetone). Reaction conditions: time 8 hour. Yields the product C(C(=O)O)(=O)O.C1(=CC=CC=C1)C(OCCN1CC(CCC1)C1=CC(=CC=C1)OC)C1=CC=CC=C1 (1-[2-(diphenylmethoxy)ethyl]-3-(3-methoxyphenyl)piperidine oxalate). RXN SMILES: [C:1]1([CH:7]([C:26]2[CH:31]=[CH:30][CH:29]=[CH:28][CH:27]=2)[O:8][CH2:9][C:10]([N:12]2[CH2:17][CH2:16][CH2:15][CH:14]([C:18]3[CH:23]=[CH:22][CH:21]=[CH:20][C:19]=3OC)[CH2:13]2)=O)[CH:6]=[CH:5][CH:4]=[CH:3][CH:2]=1.[H-].[Al+3].[Li+].[H-].[H-].[H-].O.[C:39]([OH:44])(=[O:43])[C:40]([OH:42])=[O:41]>O1CCCC1.CC(C)=O>[C:39]([OH:44])(=[O:43])[C:40]([OH:42])=[O:41].[C:26]1([CH:7]([C:1]2[CH:6]=[CH:5][CH:4]=[CH:3][CH:2]=2)[O:8][CH2:9][CH2:10][N:12]2[CH2:17][CH2:16][CH2:15][CH:14]([C:18]3[CH:23]=[CH:22][CH:21]=[C:20]([O:41][CH3:40])[CH:19]=3)[CH2:13]2)[CH:27]=[CH:28][CH:29]=[CH:30][CH:31]=1 |f:1.2.3.4.5.6,11.12|. Reported procedure: A solution of 6.6 g (15.9 mmole) of 1-[(diphenylmethoxy)acetyl]-3-(methoxyphenyl)piperidine in 50 cm3 of tetrahydrofuran was added dropwise to a solution of 0.96 g (25.4 mmole) of lithium aluminum hydride in 100 cm3 of tetrahydrofuran. The mixture was brought to reflux for 5 hours, allowed to stand overnight, then hydrolyzed by the addition of 5 cm3 of water. The alkaline residues were separated. The solution was concentrated under reduced pressure. The residue was treated with a solution of 1.5... Starting materials: [CH-]1C=CC=C1.[Na+] (sodium cyclopentadienylide), BrCCF (1-bromo-2-fluoroethane), CC(C)=CC (2-methyl-2-butene), [OH-].[Na+] (sodium hydroxide), OO (hydrogen peroxide). The solvent is O1CCCC1 (tetrahydrofuran). Conditions: time 2 hour. The product is FCCC=1CC(CC1)O ((RS)-3-(2-fluoroethyl)-3-cyclopenten-1-ol). Yield: 16.0%. Reaction SMILES: [CH-:1]1[CH:5]=[CH:4][CH:3]=[CH:2]1.[Na+].Br[CH2:8][CH2:9][F:10].CC(=CC)C.[OH-:16].[Na+].OO>O1CCCC1>[F:10][CH2:9][CH2:8][C:1]1[CH2:5][CH:4]([OH:16])[CH2:3][CH:2]=1 |f:0.1,4.5|. Procedure: To 25 ml of 2 M tetrahydrofuran solution of sodium cyclopentadienylide was added under ice-cooling and under nitrogen stream 6.3 g of 1-bromo-2-fluoroethane and stirred for 2 hours. The resulting reaction liquid was filtered with cerite, and the filtrate was added under ice-cooling and under nitrogen stream to a tetrahydrofuran solution of disiamylborane prepared by using 75 ml of 1 M borane-tetrahydrofuran complex and 18.5 ml of 2-methyl-2-butene and the resulting mixture was stirred for 8 hour...